This data is from the Open Reaction Database (ORD), a public repository of structured organic reaction records. The task is: describe an organic reaction: reactants, conditions, products, and yield Starting materials: CS(=O)(=O)c1nccc(Oc2ccc(NC(=O)c3cc(F)cc(N4CCCCC4)c3)c3ccccc23)n1, FC1(F)CCNCC1. The product is O=C(Nc1ccc(Oc2ccnc(N3CCC(F)(F)CC3)n2)c2ccccc12)c1cc(F)cc(N2CCCCC2)c1. Reaction SMILES: [F:1][c:2]1[cH:3][c:4]([C:5](=[O:6])[NH:7][c:8]2[cH:9][cH:10][c:11]([O:18][c:19]3[n:20][c:21]([S:25]([CH3:26])(=[O:27])=[O:28])[n:22][cH:23][cH:24]3)[c:12]3[cH:13][cH:14][cH:15][cH:16][c:17]23)[cH:29][c:30]([N:32]2[CH2:33][CH2:34][CH2:35][CH2:36][CH2:37]2)[cH:31]1.[F:38][C:39]1([F:45])[CH2:40][CH2:41][NH:42][CH2:43][CH2:44]1>>[F:1][c:2]1[cH:3][c:4]([C:5](=[O:6])[NH:7][c:8]2[cH:9][cH:10][c:11]([O:18][c:19]3[n:20][c:21]([N:42]4[CH2:41][CH2:40][C:39]([F:38])([F:45])[CH2:44][CH2:43]4)[n:22][cH:23][cH:24]3)[c:12]3[cH:13][cH:14][cH:15][cH:16][c:17]23)[cH:29][c:30]([N:32]2[CH2:33][CH2:34][CH2:35][CH2:36][CH2:37]2)[cH:31]1. Starting materials: FC(C(CC(=C)C)N)F (1.1-difluoro-2-amino-4-methyl-4-pentene), C(=O)(OCC)N1C(C=2C(C1=O)=CC=CC2)=O (N-carbethoxyphthalimide). Run in C1=CC=CC=C1 (benzene). Product: FC(C(CC(=C)C)N1C(C=2C(C1=O)=CC=CC2)=O)F (1,1-Difluoro-2-phthalimido-4-methyl-4-pentene). As a reaction SMILES: [F:1][CH:2]([F:9])[CH:3]([NH2:8])[CH2:4][C:5]([CH3:7])=[CH2:6].C(N1[C:19](=[O:20])[C:18]2=[CH:21][CH:22]=[CH:23][CH:24]=[C:17]2[C:16]1=[O:25])(OCC)=O>C1C=CC=CC=1>[F:1][CH:2]([F:9])[CH:3]([N:8]1[C:19](=[O:20])[C:18]2=[CH:21][CH:22]=[CH:23][CH:24]=[C:17]2[C:16]1=[O:25])[CH2:4][C:5]([CH3:7])=[CH2:6]. Procedure: A mixture of crude 1.1-difluoro-2-amino-4-methyl-4-pentene (20 g, evaluated 110 mmoles) prepared as in Step A above, N-carbethoxyphthalimide (24 g, 110 mmoles) in benzene (300 mL) is kept overnight at room temperature. The solution is concentrated under vacuum, the oily residue is dissolved in methylene chloride (400 mL) and treated with 8 g of triethylamine during one night at room temperature. The solution is extracted with water, twice with 1 N hydrochloric acid and twice with water again. Ev...